From a dataset of the Open Reaction Database (ORD), a public repository of structured organic reaction records. describe an organic reaction: reactants, conditions, products, and yield The reactants are Cl (hydrochloride), C1(C=CCCC1)N1C(C2=CC=CC=C2C1=O)=O (2-Cyclohex-2-enyl-isoindole-1,3-dione), BrN1C(CCC1=O)=O (N-bromosuccinimide), C(Cl)(Cl)Cl (chloroform), C(C)O (ethanol). The solvent is C1CCOC1 (THF). Run at time 16 hour. Product: BrC1C(CCCC1O)N1C(C2=CC=CC=C2C1=O)=O (2-(2-bromo-3-hydroxy-cyclohexyl)-isoindole-1,3-dione). RXN SMILES: [CH:1]1([N:7]2[C:15](=[O:16])[C:14]3[C:9](=[CH:10][CH:11]=[CH:12][CH:13]=3)[C:8]2=[O:17])[CH2:6][CH2:5]CC=[CH:2]1.[Br:18]N1C(=O)CCC1=O.C(Cl)(Cl)Cl.Cl.[CH2:31]([OH:33])[CH3:32]>C1COCC1>[Br:18][CH:2]1[CH:31]([OH:33])[CH2:32][CH2:5][CH2:6][CH:1]1[N:7]1[C:15](=[O:16])[C:14]2[C:9](=[CH:10][CH:11]=[CH:12][CH:13]=2)[C:8]1=[O:17]. Procedure: 2-Cyclohex-2-enyl-isoindole-1,3-dione (520 g, 2.30 mol) and N-bromosuccinimide (416 g, 2.35 mol) were mixed in a cosolvent of chloroform (3000 mL) and ethanol (120 mL) and stirred at room temperature for 16 h. When HPLC showed the starting material was consumed, the reaction mixture was concentrated to give the residue, which was diluted with hydrochloride solution (450 mL, 2.0 mol) and THF (2000 mL), and the reaction mixture was stirred at room temperature for 2 h. The reaction mixture was conc...